From a dataset of the Open Reaction Database (ORD), a public repository of structured organic reaction records. describe an organic reaction: reactants, conditions, products, and yield Starting materials: CC(C)[N-]C(C)C, CCOC(=O)CCN(c1ccccc1)c1nc(SC)nc(Cl)c1C(=O)OCC, [Li+], C1CCOC1, O. Product: CCOC(=O)C1CN(c2ccccc2)c2nc(SC)nc(Cl)c2C1=O. Reaction SMILES: [CH3:30][CH:31]([N-:32][CH:33]([CH3:34])[CH3:35])[CH3:36].[Cl:1][c:2]1[n:3][c:4]([S:27][CH3:28])[n:5][c:6]([N:13]([c:14]2[cH:15][cH:16][cH:17][cH:18][cH:19]2)[CH2:20][CH2:21][C:22](=[O:23])[O:24][CH2:25][CH3:26])[c:7]1[C:8](=[O:9])[O:10][CH2:11][CH3:12].[Li+:29].[O:38]1[CH2:39][CH2:40][CH2:41][CH2:42]1.[OH2:37]>>[Cl:1][c:2]1[n:3][c:4]([S:27][CH3:28])[n:5][c:6]2[c:7]1[C:8](=[O:9])[CH:21]([C:22](=[O:23])[O:24][CH2:25][CH3:26])[CH2:20][N:13]2[c:14]1[cH:15][cH:16][cH:17][cH:18][cH:19]1. The reactants are FC1=CC=C(C=N1)C1(CCC(CC1)N1CC(C1)NC(=O)CNC(C1=CC(=CC=C1)C(F)(F)F)=O)O (N-({1-[4-(6-fluoro-pyridin-3-yl)-4-hydroxy-cyclohexyl]-azetidin-3-ylcarbamoyl}-methyl)-3-trifluoromethyl-benzamide), C(F)(F)(F)CO (CF3CH2OH). Yields the product OC1(CCC(CC1)N1CC(C1)NC(=O)CNC(C1=CC(=CC=C1)C(F)(F)F)=O)C=1C=NC(=CC1)OCC(F)(F)F (N-[(1-{4-Hydroxy-4-[6-(2,2,2-trifluoro-ethoxy)-pyridin-3-yl]-cyclohexyl}-azetidin-3-ylcarbamoyl)-methyl]-3-trifluoromethyl-benzamide). RXN SMILES: F[C:2]1[N:7]=[CH:6][C:5]([C:8]2([OH:35])[CH2:13][CH2:12][CH:11]([N:14]3[CH2:17][CH:16]([NH:18][C:19]([CH2:21][NH:22][C:23](=[O:34])[C:24]4[CH:29]=[CH:28][CH:27]=[C:26]([C:30]([F:33])([F:32])[F:31])[CH:25]=4)=[O:20])[CH2:15]3)[CH2:10][CH2:9]2)=[CH:4][CH:3]=1.[C:36]([CH2:40][OH:41])([F:39])([F:38])[F:37]>>[OH:35][C:8]1([C:5]2[CH:6]=[N:7][C:2]([O:41][CH2:40][C:36]([F:39])([F:38])[F:37])=[CH:3][CH:4]=2)[CH2:13][CH2:12][CH:11]([N:14]2[CH2:15][CH:16]([NH:18][C:19]([CH2:21][NH:22][C:23](=[O:34])[C:24]3[CH:29]=[CH:28][CH:27]=[C:26]([C:30]([F:32])([F:31])[F:33])[CH:25]=3)=[O:20])[CH2:17]2)[CH2:10][CH2:9]1. Procedure details: The title compound was prepared as a white solid from N-({1-[4-(6-fluoro-pyridin-3-yl)-4-hydroxy-cyclohexyl]-azetidin-3-ylcarbamoyl}-methyl)-3-trifluoromethyl-benzamide 6a and CF3CH2OH (Sigma) using the procedure described in Example 8.